This data is from the Open Reaction Database (ORD), a public repository of structured organic reaction records. The task is: describe an organic reaction: reactants, conditions, products, and yield Starting materials: C(C)(=O)N1CCN(CC1)C=1N=CC2=C(N1)NC=C(C2=O)C(=O)OCC (ethyl 5,8-dihydro-2-(4-acetyl-1-piperazinyl)-5-oxopyrido[2,3-d]pyrimidine-6-carboxylate). The solvent is Cl (hydrochloric acid), C(C)O (ethanol). Conditions: temperature 120 celsius. Product: C(C)(=O)N1CCN(CC1)C=1N=CC2=C(N1)NC=C(C2=O)C(=O)O (5,8-dihydro-2-(4-acetyl-1-piperazinyl)-5-oxopyrido[2,3-d]pyrimidine-6-carboxylic acid). The yield is 54.4%. RXN SMILES: [C:1]([N:4]1[CH2:9][CH2:8][N:7]([C:10]2[N:11]=[CH:12][C:13]3[C:19](=[O:20])[C:18]([C:21]([O:23]CC)=[O:22])=[CH:17][NH:16][C:14]=3[N:15]=2)[CH2:6][CH2:5]1)(=[O:3])[CH3:2]>Cl.C(O)C>[C:1]([N:4]1[CH2:9][CH2:8][N:7]([C:10]2[N:11]=[CH:12][C:13]3[C:19](=[O:20])[C:18]([C:21]([OH:23])=[O:22])=[CH:17][NH:16][C:14]=3[N:15]=2)[CH2:6][CH2:5]1)(=[O:3])[CH3:2]. Reported procedure: A suspension of ethyl 5,8-dihydro-2-(4-acetyl-1-piperazinyl)-5-oxopyrido[2,3-d]pyrimidine-6-carboxylate (20 g) in a mixture of 4% hydrochloric acid (60 ml) and ethanol (20 ml) was refluxed at 120° C. for 1.5 hours. After cooling, the precipitate was collected, washed with water and then with hot water, and dissolved in a 10% sodium hydroxide solution. The insoluble material was filtered off and the filtrate was acidified with diluted hydrochloric acid. The resulting precipitate was collected and...